This data is from the Open Reaction Database (ORD), a public repository of structured organic reaction records. The task is: describe an organic reaction: reactants, conditions, products, and yield Starting materials: CC(=O)O[BH-](OC(C)=O)OC(C)=O, CCCCNC, Cc1cc(C(=O)N2Cc3cnn(C)c3Nc3ccccc32)ccc1CCC(=O)N1CCC(C=O)CC1, ClCCCl, [Na+], CN(C)C=O. The product is CCCCN(C)CC1CCN(C(=O)CCc2ccc(C(=O)N3Cc4cnn(C)c4Nc4ccccc43)cc2C)CC1. As a reaction SMILES: [C:43]([O:44][BH-:45]([O:46][C:47](=[O:48])[CH3:49])[O:50][C:51](=[O:52])[CH3:53])(=[O:54])[CH3:55].[CH2:37]([CH2:38][CH2:39][CH3:40])[NH:41][CH3:42].[CH3:1][c:2]1[c:3]([CH2:25][CH2:26][C:27](=[O:28])[N:29]2[CH2:30][CH2:31][CH:32]([CH:35]=[O:36])[CH2:33][CH2:34]2)[cH:4][cH:5][c:6]([C:8](=[O:9])[N:10]2[c:11]3[c:12]([cH:21][cH:22][cH:23][cH:24]3)[NH:13][c:14]3[n:15]([CH3:20])[n:16][cH:17][c:18]3[CH2:19]2)[cH:7]1.[Cl:57][CH2:58][CH2:59][Cl:60].[Na+:56].[O:61]=[CH:62][N:63]([CH3:64])[CH3:65]>>[CH3:1][c:2]1[c:3]([CH2:25][CH2:26][C:27](=[O:28])[N:29]2[CH2:30][CH2:31][CH:32]([CH2:35][N:41]([CH2:37][CH2:38][CH2:39][CH3:40])[CH3:42])[CH2:33][CH2:34]2)[cH:4][cH:5][c:6]([C:8](=[O:9])[N:10]2[c:11]3[c:12]([cH:21][cH:22][cH:23][cH:24]3)[NH:13][c:14]3[n:15]([CH3:20])[n:16][cH:17][c:18]3[CH2:19]2)[cH:7]1. Reactants: KHCO3, C(C1=CC=CC=C1)Br (benzyl bromide), C(=O)C1=C2C=CC(=CC2=CC=C1O)C(=O)O (5-formyl-6-hydroxy-2-naphthoic acid). The solvent is O (H2O), CN(C)C=O (DMF). Reaction conditions: time 3 day. Yields the product C(=O)C1=C2C=CC(=CC2=CC=C1O)C(=O)OCC1=CC=CC=C1 (Benzyl 5-Formyl-6-hydroxy-2-naphthoate). RXN SMILES: [CH:1]([C:3]1[C:12]([OH:13])=[CH:11][CH:10]=[C:9]2[C:4]=1[CH:5]=[CH:6][C:7]([C:14]([OH:16])=[O:15])=[CH:8]2)=[O:2].[CH2:17](Br)[C:18]1[CH:23]=[CH:22][CH:21]=[CH:20][CH:19]=1>CN(C=O)C.O>[CH:1]([C:3]1[C:12]([OH:13])=[CH:11][CH:10]=[C:9]2[C:4]=1[CH:5]=[CH:6][C:7]([C:14]([O:16][CH2:17][C:18]1[CH:23]=[CH:22][CH:21]=[CH:20][CH:19]=1)=[O:15])=[CH:8]2)=[O:2]. Procedure: To a suspension of 5-formyl-6-hydroxy-2-naphthoic acid (1.12 g, 5.18 mmol) in 7.3 mL DMF at rt under N2 was added 569 mg (5.69 mmol) of KHCO3 and 1.11 mL (9.32 mmol) of benzyl bromide. The mixture was stirred for 3 days, at which point it was diluted with H2O and extracted with EtOAc. The extract was washed with saturated aqueous NaHCO3, dried over MgSO4 and concentrated in vacuo. The crude material was purified by flash chromatography on silica gel, using 85:15 hexanes-EtOAc as the eluent, to g... The solvent is O (water), C1CCOC1 (THF). Reaction conditions: temperature 0 celsius, time 1 hour. Yields the product C(#C)C1=CC=2N(C=C1)C(=CN2)C=2C=C(C=CC2)NC(=O)NCC(F)(F)F (1-[3-(7-Ethynyl-imidazo[1,2-a]pyridin-3-yl)-phenyl]-3-(2,2,2-trifluoro-ethyl)-urea). Procedure details: To a solution of 1-(2,2,2-Trifluoro-ethyl)-3-[3-(7-trimethylsilanylethynyl-imidazo[1,2-a]pyridin-3-yl)-phenyl]-urea (25 mg, 0.06 mmol) in THF (5 ml) at 0° C. was added a 1M tetrabutylammonium fluoride solution (0.09 ml) and the reaction mixture stirred for 1 h at 0° C. The reaction mixture was diluted with water and extracted with CH2Cl2. The organic layer was washed with brine, dried (MgSO4) and the solvent removed in vacuo. The residue was purified by reverse phase HPLC to afford the product a... RXN SMILES: [F:1][C:2]([F:30])([F:29])[CH2:3][NH:4][C:5]([NH:7][C:8]1[CH:13]=[CH:12][CH:11]=[C:10]([C:14]2[N:18]3[CH:19]=[CH:20][C:21]([C:23]#[C:24][Si](C)(C)C)=[CH:22][C:17]3=[N:16][CH:15]=2)[CH:9]=1)=[O:6].[F-].C([N+](CCCC)(CCCC)CCCC)CCC>C1COCC1.O>[C:23]([C:21]1[CH:20]=[CH:19][N:18]2[C:14]([C:10]3[CH:9]=[C:8]([NH:7][C:5]([NH:4][CH2:3][C:2]([F:30])([F:29])[F:1])=[O:6])[CH:13]=[CH:12][CH:11]=3)=[CH:15][N:16]=[C:17]2[CH:22]=1)#[CH:24] |f:1.2|. The yield is 19.5%. Starting materials: FC(CNC(=O)NC1=CC(=CC=C1)C1=CN=C2N1C=CC(=C2)C#C[Si](C)(C)C)(F)F (1-(2,2,2-Trifluoro-ethyl)-3-[3-(7-trimethylsilanylethynyl-imidazo[1,2-a]pyridin-3-yl)-phenyl]-urea), [F-].C(CCC)[N+](CCCC)(CCCC)CCCC (tetrabutylammonium fluoride).